Task: describe an organic reaction: reactants, conditions, products, and yield. Dataset: the Open Reaction Database (ORD), a public repository of structured organic reaction records Yields the product COc1ccc(-c2c(NCC(C)c3ccccc3)c(=O)c2=O)cc1. Reactants: CC(CN)c1ccccc1, CCO, COc1ccc(-c2c(OC(C)C)c(=O)c2=O)cc1. As a reaction SMILES: [CH3:19][CH:20]([CH2:21][NH2:22])[c:23]1[cH:24][cH:25][cH:26][cH:27][cH:28]1.[CH3:29][CH2:30][OH:31].[CH:1]([O:2][c:5]1[c:6](=[O:18])[c:7](=[O:17])[c:8]1-[c:9]1[cH:10][cH:11][c:12]([O:15][CH3:16])[cH:13][cH:14]1)([CH3:3])[CH3:4]>>[c:5]1([NH:22][CH2:21][CH:20]([CH3:19])[c:23]2[cH:24][cH:25][cH:26][cH:27][cH:28]2)[c:6](=[O:18])[c:7](=[O:17])[c:8]1-[c:9]1[cH:10][cH:11][c:12]([O:15][CH3:16])[cH:13][cH:14]1. Reactants: N1=C(C=CC=C1)C1=NOC=C1COC1=CC=C(N=N1)C(=O)O (6-(3-pyridin-2-yl-isoxazol-4-ylmethoxy)-pyridazine-3-carboxylic acid), NCC1CC1 (aminomethylcyclopropane). Product: C1(CC1)CNC(=O)C=1N=NC(=CC1)OCC=1C(=NOC1)C1=NC=CC=C1 (6-(3-Pyridin-2-yl-isoxazol-4-ylmethoxy)-pyridazine-3-carboxylic acid cyclopropylmethyl-amide). Yield: 61.0%. Reaction SMILES: [N:1]1[CH:6]=[CH:5][CH:4]=[CH:3][C:2]=1[C:7]1[C:11]([CH2:12][O:13][C:14]2[N:19]=[N:18][C:17]([C:20]([OH:22])=O)=[CH:16][CH:15]=2)=[CH:10][O:9][N:8]=1.[NH2:23][CH2:24][CH:25]1[CH2:27][CH2:26]1>>[CH:25]1([CH2:24][NH:23][C:20]([C:17]2[N:18]=[N:19][C:14]([O:13][CH2:12][C:11]3[C:7]([C:2]4[CH:3]=[CH:4][CH:5]=[CH:6][N:1]=4)=[N:8][O:9][CH:10]=3)=[CH:15][CH:16]=2)=[O:22])[CH2:27][CH2:26]1. Procedure details: As described for example 123 g, 6-(3-pyridin-2-yl-isoxazol-4-ylmethoxy)-pyridazine-3-carboxylic acid (70 mg, 0.24 mmol) was converted, using aminomethylcyclopropane instead of isopropylamine, to the title compound (50 mg, 61%) which was obtained as an off white solid. MS: m/e=352.3 [M+H]+.